Dataset: the Open Reaction Database (ORD), a public repository of structured organic reaction records. Task: describe an organic reaction: reactants, conditions, products, and yield The reactants are BrCCCC(=O)OCC1=CC=CC=C1 (benzyl 4-bromobutanoate), C(C)NCC (diethylamine). Solvent: ClCCl (dichloromethane). Yields the product C(C)N(CC)CCCC(=O)OCC1=CC=CC=C1 (benzyl 4-(N,N-diethylamino)butanoate). Isolated yield 60.0%. RXN SMILES: Br[CH2:2][CH2:3][CH2:4][C:5]([O:7][CH2:8][C:9]1[CH:14]=[CH:13][CH:12]=[CH:11][CH:10]=1)=[O:6].[CH2:15]([NH:17][CH2:18][CH3:19])[CH3:16]>ClCCl>[CH2:15]([N:17]([CH2:2][CH2:3][CH2:4][C:5]([O:7][CH2:8][C:9]1[CH:14]=[CH:13][CH:12]=[CH:11][CH:10]=1)=[O:6])[CH2:18][CH3:19])[CH3:16]. Reported procedure: A mixture of benzyl 4-bromobutanoate (58.6 diethylamine (58.3 g) and dichloromethane (1000 ml) was stirred under reflux for 14 hours. The reaction mixture was washed with water and dried over magnesium sulfate, and the solvent was evaporated under reduced pressure. The residue was subjected to column chromatography on silica gel. The fractions eluted with ethyl acetate gave benzyl 4-(N,N-diethylamino)butanoate (33.8 g, 60%). The reactants are C(#N)C=1C=C(CN)C=CC1 (m-cyanobenzylamine), C=O (formalin), N (ammonia). Solvent: C(C)(=O)O (acetic acid). The product is C(#N)C=1C=C(C=O)C=CC1 (m-cyanobenzaldehyde). Yield: 54.0%. As a reaction SMILES: [C:1]([C:3]1[CH:4]=[C:5]([CH:8]=[CH:9][CH:10]=1)[CH2:6]N)#[N:2].C=[O:12].N>C(O)(=O)C>[C:1]([C:3]1[CH:4]=[C:5]([CH:8]=[CH:9][CH:10]=1)[CH:6]=[O:12])#[N:2]. Reported procedure: 13.2 g of m-cyanobenzylamine, 51 g of a 35% aqueous formalin solution, 24 g of a 28% aqueous ammonia solution and 50 ml of acetic acid were mixed and reacted at 100° C. for 3 hours while stirring. The reaction solution was concentrated to dry in an evaporator and thereto 100 ml of water was added to precipitate crystals. The crystals precipitated were collected by filtration, washed with water and dried to obtain 7 g (yield: 54%) of m-cyanobenzaldehyde. The purity was 99% or more.